Dataset: the Open Reaction Database (ORD), a public repository of structured organic reaction records. Task: describe an organic reaction: reactants, conditions, products, and yield Starting materials: C1CCOC1, CCOC(=O)CC1CCc2cc(OCCCOc3ccc(-c4nc(C)c(C)s4)cn3)ccc21, CO, [Li+], [OH-], O. Yields the product Cc1nc(-c2ccc(OCCCOc3ccc4c(c3)CCC4CC(=O)O)nc2)sc1C. RXN SMILES: [CH2:36]1[O:37][CH2:38][CH2:39][CH2:40]1.[CH3:1][c:2]1[n:3][c:4](-[c:8]2[cH:9][cH:10][c:11]([O:14][CH2:15][CH2:16][CH2:17][O:18][c:19]3[cH:20][c:21]4[c:25]([cH:26][cH:27]3)[CH:24]([CH2:28][C:29](=[O:30])[O:31][CH2:32][CH3:33])[CH2:23][CH2:22]4)[n:12][cH:13]2)[s:5][c:6]1[CH3:7].[CH3:41][OH:42].[Li+:35].[OH-:34].[OH2:43]>>[CH3:1][c:2]1[n:3][c:4](-[c:8]2[cH:9][cH:10][c:11]([O:14][CH2:15][CH2:16][CH2:17][O:18][c:19]3[cH:20][c:21]4[c:25]([cH:26][cH:27]3)[CH:24]([CH2:28][C:29](=[O:30])[OH:31])[CH2:23][CH2:22]4)[n:12][cH:13]2)[s:5][c:6]1[CH3:7]. Starting materials: BrC=1C(=NN2C(=NN=CC21)C2=C(C=CC=C2)F)O (3-bromo-7-(2-fluorophenyl)pyrazolo[1,5-d][1,2,4]triazin-2-ol), C([O-])([O-])=O.[Cs+].[Cs+] (cesium carbonate), Cl.ClCC=1N(N=CN1)C (3-chloromethyl-2-methyl-2H-[1,2,4]triazole hydrochloride). Solvent: CN(C)C=O (DMF). Conditions: time 22.5 hour. The product is BrC=1C(=NN2C(=NN=CC21)C2=C(C=CC=C2)F)OCC=2N(N=CN2)C (3-Bromo-7-(2-fluorophenyl)-2-(2-methyl-2H-[1,2,4]triazol-3-ylmethoxy)pyrazolo[1,5-d][1,2,4]triazine). The yield is 84.8%. Reaction SMILES: [Br:1][C:2]1[C:3]([OH:18])=[N:4][N:5]2[C:10]=1[CH:9]=[N:8][N:7]=[C:6]2[C:11]1[CH:16]=[CH:15][CH:14]=[CH:13][C:12]=1[F:17].C(=O)([O-])[O-].[Cs+].[Cs+].Cl.Cl[CH2:27][C:28]1[N:29]([CH3:33])[N:30]=[CH:31][N:32]=1>CN(C=O)C>[Br:1][C:2]1[C:3]([O:18][CH2:27][C:28]2[N:29]([CH3:33])[N:30]=[CH:31][N:32]=2)=[N:4][N:5]2[C:10]=1[CH:9]=[N:8][N:7]=[C:6]2[C:11]1[CH:16]=[CH:15][CH:14]=[CH:13][C:12]=1[F:17] |f:1.2.3,4.5|. Reported procedure: To a stirred solution of 3-bromo-7-(2-fluorophenyl)pyrazolo[1,5-d][1,2,4]triazin-2-ol (0.2073 g, 0.671 mmol) in anhydrous DMF (10 ml) under nitrogen was added cesium carbonate (0.8731 g, 2.680 mmol), then solid 3-chloromethyl-2-methyl-2H-[1,2,4]triazole hydrochloride (0.1703 g, 1.014 mmol). The mixture was stirred at room temperature for 22.5 h, then at 60° C. for 2.33 h. This was then partitioned between water (40 ml) and ethyl acetate (40 ml). The aqueous layer was further extracted with ethyl... Product: FC=1C=C(C=C(C1)F)[C@@]1(CN(C2(CCCC2)C(N1C\C=C\C=1C=C2CC3(C(N(C4=NC=CC=C43)COCC[Si](C)(C)C)=O)CC2=CC1)=O)C(=O)OC(C)(C)C)C (tert-Butyl (8R)-8-(3,5-difluorophenyl)-8-methyl-10-oxo-9-[(2E)-3-(2′-oxo-1′-{[2-(trimethylsilyl)ethoxy]methyl}-1,1′,2′,3-tetrahydrospiro[indene-2,3′-pyrrolo[2,3-b]pyridin]-5-yl)prop-2-en-1-yl]-6,9-diazaspiro[4.5]decane-6-carboxylate). Reaction SMILES: [CH2:1]([N:4]1[C:13](=[O:14])[C:8]2([CH2:12][CH2:11][CH2:10][CH2:9]2)[N:7]([C:15]([O:17][C:18]([CH3:21])([CH3:20])[CH3:19])=[O:16])[CH2:6][C@:5]1([C:23]1[CH:28]=[C:27]([F:29])[CH:26]=[C:25]([F:30])[CH:24]=1)[CH3:22])[CH:2]=[CH2:3].NC1C=C2C(=CC=1)C[C@]1(C3C(=NC=CC=3)NC1=O)C2.Br[C:51]1[CH:52]=[C:53]2[C:74](=[CH:75][CH:76]=1)[CH2:73][C:55]1([C:63]3[C:58](=[N:59][CH:60]=[CH:61][CH:62]=3)[N:57]([CH2:64][O:65][CH2:66][CH2:67][Si:68]([CH3:71])([CH3:70])[CH3:69])[C:56]1=[O:72])[CH2:54]2.NC1C=CC=CC=1.C([O-])(=O)C.[Na+]>CN(C=O)C.C([O-])(=O)C.[Pd+2].C([O-])(=O)C>[F:29][C:27]1[CH:28]=[C:23]([C@@:5]2([CH3:22])[N:4]([CH2:1]/[CH:2]=[CH:3]/[C:76]3[CH:75]=[C:74]4[C:53](=[CH:52][CH:51]=3)[CH2:54][C:55]3([C:63]5[C:58](=[N:59][CH:60]=[CH:61][CH:62]=5)[N:57]([CH2:64][O:65][CH2:66][CH2:67][Si:68]([CH3:71])([CH3:69])[CH3:70])[C:56]3=[O:72])[CH2:73]4)[C:13](=[O:14])[C:8]3([CH2:12][CH2:11][CH2:10][CH2:9]3)[N:7]([C:15]([O:17][C:18]([CH3:21])([CH3:19])[CH3:20])=[O:16])[CH2:6]2)[CH:24]=[C:25]([F:30])[CH:26]=1 |f:4.5,7.8.9|. Starting materials: C(C=C)N1[C@](CN(C2(CCCC2)C1=O)C(=O)OC(C)(C)C)(C)C1=CC(=CC(=C1)F)F (tert-butyl (8R)-9-allyl-8-(3,5-difluorophenyl)-8-methyl-10-oxo-6,9-diazaspiro[4.5]decane-6-carboxylate), C(C)(=O)[O-].[Na+] (sodium acetate), NC1=CC=CC=C1 (Aniline), NC=1C=C2C[C@]3(C(NC4=NC=CC=C43)=O)CC2=CC1 ((R)-5-amino-1,3-dihydrospiro[indene-2,3′-pyrrolo[2,3-b]pyridin]-2′(1′H)-one), BrC=1C=C2CC3(C(N(C4=NC=CC=C43)COCC[Si](C)(C)C)=O)CC2=CC1 (5-bromo-1′-{[2-(trimethylsilyl)ethoxy]methyl}-1,3-dihydrospiro[indene-2,3′-pyrrolo[2,3-b]pyridin]-2′(1′H)-one), tris-2 methoxy phenyl phosphine. The solvent is CN(C)C=O (DMF). Procedure details: A suspension of tert-butyl (8R)-9-allyl-8-(3,5-difluorophenyl)-8-methyl-10-oxo-6,9-diazaspiro[4.5]decane-6-carboxylate described in Intermediate 3 (0.292 g, 0.694 mmol) and 5-bromo-1′-{[2-(trimethylsilyl)ethoxy]methyl}-1,3-dihydrospiro[indene-2,3′-pyrrolo[2,3-b]pyridin]-2′(1′H)-one described in Intermediate 13 (309 mg, 0.694 mmol Palladium(II) acetate (46.8 mg, 0.208 mmol), sodium acetate (0.57 mg, 0.694 mmol), and tris-2 methoxy phenyl phosphine (122 mg, 0.347 mmol), in DMF (3 ml) was microwave... Reagents/catalysts: C(C)(=O)[O-].[Pd+2].C(C)(=O)[O-] (Palladium(II) acetate).